This data is from the Open Reaction Database (ORD), a public repository of structured organic reaction records. The task is: describe an organic reaction: reactants, conditions, products, and yield Starting materials: C=O (Formaldehyde), C(CC(=O)[O-])(=O)OCC.[K+] (potassium ethyl malonate), CNC (dimethylamine). The solvent is O (water). Run at time 1 hour. Yields the product CN(C)CC(C(=O)OCC)=C (Ethyl 2-dimethylaminomethylacrylate). As a reaction SMILES: [CH2:1]=O.[C:3]([O:9][CH2:10][CH3:11])(=[O:8])[CH2:4][C:5]([O-])=O.[K+].[CH3:13][NH:14][CH3:15]>O>[CH3:13][N:14]([CH2:5][C:4](=[CH2:1])[C:3]([O:9][CH2:10][CH3:11])=[O:8])[CH3:15] |f:1.2|. Procedure details: Formaldehyde (60 ml of 40% solution) was added to a stirred solution of potassium ethyl malonate (34g) and dimethylamine (40 ml of 26% solution) in water (100 ml) at 15° C. The solution was stirred at laboratory temperature for one hour and then boiled under reflux for one hour. After cooling the solution was extracted with ether and the ether was evaporated to leave the product as a yellow oil. This was distilled to give a clear oil (boiling point 84° C/20 mm). Starting materials: O=C([O-])[O-], CS(C)=O, FC(F)(F)c1ccc(Cl)nc1, Cl, [Cs+], [Cs+], COC(=O)CS(=O)(=O)CCC(F)(F)F. Yields the product COC(=O)C(c1ccc(C(F)(F)F)cn1)S(=O)(=O)CCC(F)(F)F. RXN SMILES: [C:26](=[O:27])([O-:28])[O-:29].[CH3:33][S:34](=[O:35])[CH3:36].[Cl:1][c:2]1[n:3][cH:4][c:5]([C:8]([F:9])([F:10])[F:11])[cH:6][cH:7]1.[ClH:32].[Cs+:30].[Cs+:31].[F:12][C:13]([CH2:14][CH2:15][S:16](=[O:17])(=[O:18])[CH2:19][C:20](=[O:21])[O:22][CH3:23])([F:24])[F:25]>>[c:2]1([CH:19]([S:16]([CH2:15][CH2:14][C:13]([F:12])([F:24])[F:25])(=[O:17])=[O:18])[C:20](=[O:21])[O:22][CH3:23])[n:3][cH:4][c:5]([C:8]([F:9])([F:10])[F:11])[cH:6][cH:7]1. Procedure: To a solution of 6-methoxy-1-oxo-4-phenyl-1,2-dihydroisoquinoline-3-carbonitrile (200 mg) in 40 mL ethanol were added Raney Ni and 4 mL of 2 M ammonia in methanol. The reaction was shaken under 50 psi H2 pressure overnight. The reaction was filtered and concentrated to give 178 mg of 3-(aminomethyl)-6-methoxy-4-phenylisoquinolin-1(2H)-one. Starting materials: COC=1C=C2C(=C(NC(C2=CC1)=O)C#N)C1=CC=CC=C1 (6-methoxy-1-oxo-4-phenyl-1,2-dihydroisoquinoline-3-carbonitrile), N (ammonia). Reagents/catalysts: [Ni] (Ni). As a reaction SMILES: [CH3:1][O:2][C:3]1[CH:4]=[C:5]2[C:10](=[CH:11][CH:12]=1)[C:9](=[O:13])[NH:8][C:7]([C:14]#[N:15])=[C:6]2[C:16]1[CH:21]=[CH:20][CH:19]=[CH:18][CH:17]=1.N>C(O)C.CO.[Ni]>[NH2:15][CH2:14][C:7]1[NH:8][C:9](=[O:13])[C:10]2[C:5]([C:6]=1[C:16]1[CH:21]=[CH:20][CH:19]=[CH:18][CH:17]=1)=[CH:4][C:3]([O:2][CH3:1])=[CH:12][CH:11]=2. Run at time 8 hour. Solvent: C(C)O (ethanol), CO (methanol). Isolated yield 87.7%. Yields the product NCC=1NC(C2=CC=C(C=C2C1C1=CC=CC=C1)OC)=O (3-(aminomethyl)-6-methoxy-4-phenylisoquinolin-1(2H)-one). Reactants: COC(=O)c1ccc(S(=O)(=O)Cl)cc1, CC(C)(C)[O-], CCOC(C)=O, c1ccc2c(C3CC3)c[nH]c2c1, [K+], CN(C)C=O. The product is COC(=O)c1ccc(S(=O)(=O)n2cc(C3CC3)c3ccccc32)cc1. As a reaction SMILES: [CH3:19][O:20][C:21]([c:22]1[cH:23][cH:24][c:25]([S:28](=[O:29])(=[O:30])[Cl:31])[cH:26][cH:27]1)=[O:32].[CH3:1][C:2]([CH3:3])([O-:4])[CH3:5].[CH3:38][CH2:39][O:40][C:41]([CH3:42])=[O:43].[CH:7]1([c:10]2[cH:11][nH:12][c:13]3[cH:14][cH:15][cH:16][cH:17][c:18]23)[CH2:8][CH2:9]1.[K+:6].[O:33]=[CH:34][N:35]([CH3:36])[CH3:37]>>[CH:7]1([c:10]2[cH:11][n:12]([S:28]([c:25]3[cH:24][cH:23][c:22]([C:21]([O:20][CH3:19])=[O:32])[cH:27][cH:26]3)(=[O:29])=[O:30])[c:13]3[cH:14][cH:15][cH:16][cH:17][c:18]23)[CH2:8][CH2:9]1. Starting materials: BrCc1ccccc1, CC#N, OC(c1ccc(Cl)cc1)(c1ccc(Cl)cc1)c1ncc[nH]1, [I-], [K+], O=[N+]([O-])c1cc([N+](=O)[O-])c(O)c([N+](=O)[O-])c1. The product is OC(c1ccc(Cl)cc1)(c1ccc(Cl)cc1)c1nccn1Cc1ccccc1. RXN SMILES: [Br:40][CH2:41][c:42]1[cH:43][cH:44][cH:45][cH:46][cH:47]1.[CH3:48][C:49]#[N:50].[Cl:1][c:2]1[cH:3][cH:4][c:5]([C:8]([OH:9])([c:10]2[nH:11][cH:12][cH:13][n:14]2)[c:15]2[cH:16][cH:17][c:18]([Cl:21])[cH:19][cH:20]2)[cH:6][cH:7]1.[I-:39].[K+:38].[OH:22][c:23]1[c:24]([N+:25](=[O:26])[O-:27])[cH:28][c:29]([N+:30](=[O:31])[O-:32])[cH:33][c:34]1[N+:35](=[O:36])[O-:37]>>[Cl:1][c:2]1[cH:3][cH:4][c:5]([C:8]([OH:9])([c:10]2[n:11][cH:12][cH:13][n:14]2[CH2:41][c:42]2[cH:43][cH:44][cH:45][cH:46][cH:47]2)[c:15]2[cH:16][cH:17][c:18]([Cl:21])[cH:19][cH:20]2)[cH:6][cH:7]1. Starting materials: C[Si](C)(C)[N-][Si](C)(C)C.[Li+] (lithium bis(trimethylsilyl)amide), hexanes, FC(OC=1C=C(N)C=CC1)(F)F (3-(Trifluoromethoxy)aniline), ClC1=NC=CC=2C(=C(C=CC12)C)NC1=NC=CC=C1C1=NC=NC(=C1)NC (1-chloro-6-methyl-N-(3-(6-(methylamino)pyrimidin-4-yl)pyridin-2-yl)isoquinolin-5-amine), C1(CCCCC1)P(C1=C(C=CC=C1)C1=C(C=CC=C1)N(C)C)C1CCCCC1 (2-dicyclohexylphosphino-2′-(N,N-dimethylamino)biphenyl). Reagents/catalysts: C=1C=CC(=CC1)/C=C/C(=O)/C=C/C2=CC=CC=C2.C=1C=CC(=CC1)/C=C/C(=O)/C=C/C2=CC=CC=C2.C=1C=CC(=CC1)/C=C/C(=O)/C=C/C2=CC=CC=C2.[Pd].[Pd] (tris (dibenzylideneacetone)dipalladium (0)). Run in C1CCOC1.CN(C)C=O (THF DMF). Reaction conditions: temperature 150 celsius. The product is CC1=C(C=2C=CN=C(C2C=C1)NC1=CC(=CC=C1)OC(F)(F)F)NC1=NC=CC=C1C1=NC=NC(=C1)NC (6-methyl-N5-(3-(6-(methylamino)pyrimidin-4-yl)pyridin-2-yl)-N1-(3-(trifluoromethoxy)phenyl)isoquinoline-1,5-diamine). RXN SMILES: [F:1][C:2]([F:12])([F:11])[O:3][C:4]1[CH:5]=[C:6]([CH:8]=[CH:9][CH:10]=1)[NH2:7].Cl[C:14]1[C:23]2[CH:22]=[CH:21][C:20]([CH3:24])=[C:19]([NH:25][C:26]3[C:31]([C:32]4[CH:37]=[C:36]([NH:38][CH3:39])[N:35]=[CH:34][N:33]=4)=[CH:30][CH:29]=[CH:28][N:27]=3)[C:18]=2[CH:17]=[CH:16][N:15]=1.C1(P(C2CCCCC2)C2C=CC=CC=2C2C=CC=CC=2N(C)C)CCCCC1.C[Si]([N-][Si](C)(C)C)(C)C.[Li+]>C1COCC1.CN(C=O)C.C1C=CC(/C=C/C(/C=C/C2C=CC=CC=2)=O)=CC=1.C1C=CC(/C=C/C(/C=C/C2C=CC=CC=2)=O)=CC=1.C1C=CC(/C=C/C(/C=C/C2C=CC=CC=2)=O)=CC=1.[Pd].[Pd]>[CH3:24][C:20]1[CH:21]=[CH:22][C:23]2[C:14]([NH:7][C:6]3[CH:8]=[CH:9][CH:10]=[C:4]([O:3][C:2]([F:11])([F:12])[F:1])[CH:5]=3)=[N:15][CH:16]=[CH:17][C:18]=2[C:19]=1[NH:25][C:26]1[C:31]([C:32]2[CH:37]=[C:36]([NH:38][CH3:39])[N:35]=[CH:34][N:33]=2)=[CH:30][CH:29]=[CH:28][N:27]=1 |f:3.4,5.6,7.8.9.10.11|. Reported procedure: 3-(Trifluoromethoxy)aniline (13 μL, 96 μmol), 1-chloro-6-methyl-N-(3-(6-(methylamino)pyrimidin-4-yl)pyridin-2-yl)isoquinolin-5-amine (33 mg, 88 μmol), tris (dibenzylideneacetone)dipalladium (0) (3 mg, 4 μmol), and 2-dicyclohexylphosphino-2′-(N,N-dimethylamino)biphenyl (3 mg, 7 μmol) were added to a microwave tube and suspended in THF-DMF (1:1, 1 mL). The tube was flushed with nitrogen and a solution of lithium bis(trimethylsilyl)amide, 1.0 M in hexanes (385 μL, 385 μmol) was added. The tube was ... Starting materials: COC=1C=C(C=CC1)C1N(CCC1)CCC1=CC=CC=C1 (2-(3-Methoxyphenyl)-1-(2-phenylethyl)pyrrolidine), Br (hydrobromic acid), C([O-])(O)=O.[Na+] (sodium bicarbonate). The product is C1(=CC=CC=C1)CCN1C(CCC1)C=1C=C(C=CC1)O (3-[1-(2-phenylethyl)-2-pyrrolidinyl]phenol). Isolated yield 96.0%. As a reaction SMILES: C[O:2][C:3]1[CH:4]=[C:5]([CH:9]2[CH2:13][CH2:12][CH2:11][N:10]2[CH2:14][CH2:15][C:16]2[CH:21]=[CH:20][CH:19]=[CH:18][CH:17]=2)[CH:6]=[CH:7][CH:8]=1.Br.C(=O)(O)[O-].[Na+]>>[C:16]1([CH2:15][CH2:14][N:10]2[CH2:11][CH2:12][CH2:13][CH:9]2[C:5]2[CH:4]=[C:3]([OH:2])[CH:8]=[CH:7][CH:6]=2)[CH:17]=[CH:18][CH:19]=[CH:20][CH:21]=1 |f:2.3|. Procedure details: 2-(3-Methoxyphenyl)-1-(2-phenylethyl)pyrrolidine and 48% hydrobromic acid (15 ml) were warmed to 105° C. for 3.5 hrs and cooled to ambient temperature. The reaction mixture was neutralized with saturated sodium bicarbonate solution, and the mixture was extracted with dichloromethane (2 times). The combined organic extracts were dried over anhydrous sodium sulfate, filtered, and the filtrate was concentrated. The residue was purified by flash column chromatography (silica gel, ether). The appropr... Reactants: C(C1=CC=CC=C1)OC(C(C)NC(C(C=P(=O)C(CO)NC(=O)OC(C)OC(C(C)C)=O)CC1=CC=C(C=C1)C1=CC=CC=C1)=O)=O (2-(2-biphenyl-4-ylmethyl-3-{hydroxy-[1-(1-isobutyryloxy-ethoxycarbonylamino)-ethyl]-phosphonoyl}-propionylamino)-propionic acid benzyl ester), Cl.C(C)OC([C@@H](N)C)=O (alanine ethyl ester hydrochloride). Yields the product C(C)OC(C(C)NC(C(CP(=O)(C(C)NC(=O)OC(C)OC(C(C)C)=O)O)CC1=CC=C(C=C1)C1=CC=CC=C1)=O)=O (2-(2-biphenyl-4-ylmethyl-3-{hydroxy-[1-(1-isobutyryloxy-ethoxycarbonylamino)-ethyl]-phosphinoyl}-propionylamino)-propionic acid ethyl ester). Reaction SMILES: [CH2:1]([O:8][C:9](=[O:47])[CH:10]([NH:12][C:13](=[O:46])[CH:14]([CH2:33][C:34]1[CH:39]=[CH:38][C:37]([C:40]2[CH:45]=[CH:44][CH:43]=[CH:42][CH:41]=2)=[CH:36][CH:35]=1)[CH:15]=[P:16]([CH:18]([NH:21][C:22]([O:24][CH:25]([O:27][C:28](=[O:32])[CH:29]([CH3:31])[CH3:30])[CH3:26])=[O:23])[CH2:19]O)=[O:17])[CH3:11])[C:2]1C=CC=CC=1.Cl.C([O:51]C(=O)[C@H](C)N)C>>[CH2:1]([O:8][C:9](=[O:47])[CH:10]([NH:12][C:13](=[O:46])[CH:14]([CH2:33][C:34]1[CH:39]=[CH:38][C:37]([C:40]2[CH:41]=[CH:42][CH:43]=[CH:44][CH:45]=2)=[CH:36][CH:35]=1)[CH2:15][P:16]([OH:51])([CH:18]([NH:21][C:22]([O:24][CH:25]([O:27][C:28](=[O:32])[CH:29]([CH3:31])[CH3:30])[CH3:26])=[O:23])[CH3:19])=[O:17])[CH3:11])[CH3:2] |f:1.2|. Procedure: The compound from example 3 (500 mg) is coupled under the conditions in step 4 of example 3 with alanine ethyl ester hydrochloride (152 mg). The crude product obtained is chromatographed on silica gel using the 7:3:0.2 CH2Cl2/MeOH/AcOH mixture. White solid, 530 mg (88%). The reactants are C(C)(=S)OCCCCC#N (4-cyanobutyl thioacetate), C[O-].[Na+] (sodium methoxide), C(#N)CCCCS (4-cyanobutan-1-thiol), CS(=O)(=O)OCCCCCCCCCC1C(CSC2=CC(=CC=C12)OC)(C)C1=CC=C(C=C1)OC ((3RS,4RS)-4-(9-methansulfonyloxynonyl)-7-methoxy-3-(4-methoxyphenyl)-3-methylthiochroman). Run in CO (methanol), O (water), O1CCCC1 (tetrahydrofuran). Reaction conditions: time 1 hour. Product: C(#N)CCCCSCCCCCCCCCC1C(CSC2=CC(=CC=C12)OC)(C)C1=CC=C(C=C1)OC ((3RS,4RS)-4-[9-(4-cyanobutylthio)nonyl]-7-methoxy-3-(4-methoxyphenyl)-3-methylthiochroman). Reaction SMILES: C(OCCCCC#N)(=S)C.C[O-].[Na+].CS(O[CH2:19][CH2:20][CH2:21][CH2:22][CH2:23][CH2:24][CH2:25][CH2:26][CH2:27][CH:28]1[C:37]2[C:32](=[CH:33][C:34]([O:38][CH3:39])=[CH:35][CH:36]=2)[S:31][CH2:30][C:29]1([C:41]1[CH:46]=[CH:45][C:44]([O:47][CH3:48])=[CH:43][CH:42]=1)[CH3:40])(=O)=O.[C:49]([CH2:51][CH2:52][CH2:53][CH2:54][SH:55])#[N:50]>CO.O1CCCC1.O>[C:49]([CH2:51][CH2:52][CH2:53][CH2:54][S:55][CH2:19][CH2:20][CH2:21][CH2:22][CH2:23][CH2:24][CH2:25][CH2:26][CH2:27][CH:28]1[C:37]2[C:36](=[CH:35][C:34]([O:38][CH3:39])=[CH:33][CH:32]=2)[S:31][CH2:30][C:29]1([C:41]1[CH:42]=[CH:43][C:44]([O:47][CH3:48])=[CH:45][CH:46]=1)[CH3:40])#[N:50] |f:1.2|. Procedure: To a solution of 4-cyanobutyl thioacetate (613 mg, 3.90 mmol) in methanol (10 ml) and was added 1M sodium methoxide (3.06 ml) and stirred at room temperature for 1 h. Then (3RS,4RS)-4-(9-methansulfonyloxynonyl)-7-methoxy-3-(4-methoxyphenyl)-3-methylthiochroman (290 mg, 0.557 mmol) dissolved in dry tetrahydrofuran (5 ml) was added dropwise thereto at room temperature and stirred overnight. When the reaction was completed, water was added to the reaction solution which was then extracted with ethy... Reactants: C(C1=CC=CC=C1)(=O)NC(=S)NC1CCN(CC1)CCC1=CNC2=CC=CC=C12 (1-Benzoyl-3-[1-(2-[3-indolyl]ethyl)piperid-4-yl]-thiourea), [OH-].[Na+] (sodium hydroxide). The solvent is O (water). The product is N1C=C(C2=CC=CC=C12)CCN1CCC(CC1)NC(=S)N (1-[1-(2-[3-Indolyl]ethyl)piperid-4-yl]thiourea). Isolated yield 96.7%. RXN SMILES: C([NH:9][C:10]([NH:12][CH:13]1[CH2:18][CH2:17][N:16]([CH2:19][CH2:20][C:21]2[C:29]3[C:24](=[CH:25][CH:26]=[CH:27][CH:28]=3)[NH:23][CH:22]=2)[CH2:15][CH2:14]1)=[S:11])(=O)C1C=CC=CC=1.[OH-].[Na+]>O>[NH:23]1[C:24]2[C:29](=[CH:28][CH:27]=[CH:26][CH:25]=2)[C:21]([CH2:20][CH2:19][N:16]2[CH2:15][CH2:14][CH:13]([NH:12][C:10]([NH2:9])=[S:11])[CH2:18][CH2:17]2)=[CH:22]1 |f:1.2|. Reported procedure: 1-Benzoyl-3-[1-(2-[3-indolyl]ethyl)piperid-4-yl]-thiourea (2.21g) was refluxed in water (20 ml) containing sodium hydroxide (1.0 g) for 5 min. The mixture was cooled and filtered to afford the title compound (1.59g). Crystallisation from EtOH-HCl/ether afforded the hydrochloride (1.467g), m.p. 228°-9°.